This data is from the Open Reaction Database (ORD), a public repository of structured organic reaction records. The task is: describe an organic reaction: reactants, conditions, products, and yield The reactants are FC1=C(OC2=C(C=C(C=C2)S(=O)(=O)N)[N+](=O)[O-])C=CC(=C1)F (4-(2,4-difluorophenoxy)-3-nitrobenzenesulfonamide), [Cl-].[NH4+] (ammonium chloride), O1CCCC1 (tetrahydrofuran), C(C)O (ethanol). Reagents/catalysts: [Fe] (iron). The solvent is O (water). Conditions: temperature 95 celsius, time 3 hour. The product is NC=1C=C(C=CC1OC1=C(C=C(C=C1)F)F)S(=O)(=O)N (3-amino-4-(2,4-difluorophenoxy)benzenesulfonamide). The yield is 95.4%. RXN SMILES: [F:1][C:2]1[CH:21]=[C:20]([F:22])[CH:19]=[CH:18][C:3]=1[O:4][C:5]1[CH:10]=[CH:9][C:8]([S:11]([NH2:14])(=[O:13])=[O:12])=[CH:7][C:6]=1[N+:15]([O-])=O.[Cl-].[NH4+].O1CCCC1.C(O)C>[Fe].O>[NH2:15][C:6]1[CH:7]=[C:8]([S:11]([NH2:14])(=[O:13])=[O:12])[CH:9]=[CH:10][C:5]=1[O:4][C:3]1[CH:18]=[CH:19][C:20]([F:22])=[CH:21][C:2]=1[F:1] |f:1.2|. Procedure details: The product from Example 51A (3.24 g, 9.81 mmol), iron (2.74 g, 49.1 mmol), and ammonium chloride (0.787 g, 14.72 mmol) were combined in the solvent mixture of tetrahydrofuran (21.0 mL), ethanol (21.0 mL) and water (7.0 mL) and heated at 95° C. with vigorous stirring for 3 hours. The mixture was cooled and filtered through a plug of Celite to remove solids. The plug was rinsed repeatedly with methanol and tetrahydrofuran. The filtrate was concentrated and the residue partitioned between ethyl ac...